Dataset: the Open Reaction Database (ORD), a public repository of structured organic reaction records. Task: describe an organic reaction: reactants, conditions, products, and yield Reactants: Cc1ccccc1, CNCCNC, Cc1ccsc1C=O. Yields the product Cc1ccsc1C1N(C)CCN1C. As a reaction SMILES: [CH3:15][c:16]1[cH:17][cH:18][cH:19][cH:20][cH:21]1.[CH3:9][NH:10][CH2:11][CH2:12][NH:13][CH3:14].[CH:1](=[O:2])[c:3]1[s:4][cH:5][cH:6][c:7]1[CH3:8]>>[CH:1]1([c:3]2[s:4][cH:5][cH:6][c:7]2[CH3:8])[N:10]([CH3:9])[CH2:11][CH2:12][N:13]1[CH3:14]. As a reaction SMILES: [Br:1]Br.[Cl:3][C:4]1[CH:5]=[C:6]([C:10]2([C:14](=[O:16])[CH3:15])[CH2:13][CH2:12][CH2:11]2)[CH:7]=[CH:8][CH:9]=1>ClCCl.CO>[Br:1][CH2:15][C:14]([C:10]1([C:6]2[CH:7]=[CH:8][CH:9]=[C:4]([Cl:3])[CH:5]=2)[CH2:13][CH2:12][CH2:11]1)=[O:16]. Run at time 2.5 hour. Product: BrCC(=O)C1(CCC1)C1=CC(=CC=C1)Cl (2-bromo-1-[1-(3-chlorophenyl)cyclobutyl]ethanone). The reactants are BrBr (bromine), ClC=1C=C(C=CC1)C1(CCC1)C(C)=O (1-[1-(3-chlorophenyl)cyclobutyl]-ethanone), ice water. Procedure: A solution of bromine (9.9 ml) in dichloromethane (50 ml) was added dropwise at 10°-15° C. over 3 hours to a stirred solution of 1-[1-(3-chlorophenyl)cyclobutyl]-ethanone (38 g) in a mixture of methanol (75 ml) and dichloromethane (15 ml). When the addition was complete, the mixture was stirred at ambient temperature for 2.5 hours, then poured onto an excess of ice-water. The aqueous layer was separated and the product extracted into dichloromethane (3×90 ml). The combined organic solutions were... Run in ClCCl (dichloromethane), CO (methanol), ClCCl (dichloromethane). Starting materials: COC(C1=C(C(=C(C=C1)O)CCC)O)=O (2,4-dihydroxy-3-propylbenzoic acid methyl ester), crude acid, C(C1=CC=CC=C1)Cl (benzyl chloride), C([O-])(O)=O.[Na+] (sodium bicarbonate). Solvent: CO (methanol), [OH-].[Na+] (sodium hydroxide), CN(C=O)C (dimethylformamide). Product: C1(=CC=CC=C1)COC(C1=C(C(=C(C=C1)O)CCC)O)=O (2,4-dihydroxy-3-propylbenzoic acid phenylmethyl ester). Isolated yield 70.0%. As a reaction SMILES: [CH3:1][O:2][C:3](=[O:15])[C:4]1[CH:9]=[CH:8][C:7]([OH:10])=[C:6]([CH2:11][CH2:12][CH3:13])[C:5]=1[OH:14].C(Cl)[C:17]1[CH:22]=[CH:21][CH:20]=[CH:19][CH:18]=1.C(=O)(O)[O-].[Na+]>CO.[OH-].[Na+].CN(C)C=O>[C:17]1([CH2:1][O:2][C:3](=[O:15])[C:4]2[CH:9]=[CH:8][C:7]([OH:10])=[C:6]([CH2:11][CH2:12][CH3:13])[C:5]=2[OH:14])[CH:22]=[CH:21][CH:20]=[CH:19][CH:18]=1 |f:2.3,5.6|. Procedure details: A solution of 37 g (0.18 mol) of 2,4-dihydroxy-3-propylbenzoic acid methyl ester in 750 mL of methanol and 415 mL of 3N sodium hydroxide was stirred at reflux for 3 hours. The methanol was removed under reduced pressure and the residue was treated with water and 6N hydrochloric acid to acidify. The solid product was extracted with ethyl acetate and the extract was dried and concentrated under reduced pressure to a tan solid which was used without purification. This crude acid (35 g, 0.18 mol), 2... Reactants: BrC1=CC=C(C=C1)C=1OC(=C(N1)CCN1C(CCCC1)C)C (1-{2-[2-(4-bromo-phenyl)-5-methyl-oxazol-4-yl]-ethyl}-2-methylpiperidine), Pd(Ph3)4, CS(=O)(=O)C1=CC=C(C=C1)B(O)O (4-methanesulfonylphenylboronic acid), C(=O)([O-])[O-].[Na+].[Na+] (Na2CO3). Run in O1CCOCC1 (1,4-dioxane). Conditions: time 37.5 minute. Product: CS(=O)(=O)C1=CC=C(C=C1)C1=CC=C(C=C1)C=1OC(=C(N1)CCN1C(CCCC1)C)C (1-{2-[2-(4′-methanesulfonyl-biphenyl-4-yl)-5-methyl-oxazol-4-yl]-ethyl}-2-methylpiperidine). Isolated yield 34.3%. As a reaction SMILES: Br[C:2]1[CH:7]=[CH:6][C:5]([C:8]2[O:9][C:10]([CH3:22])=[C:11]([CH2:13][CH2:14][N:15]3[CH2:20][CH2:19][CH2:18][CH2:17][CH:16]3[CH3:21])[N:12]=2)=[CH:4][CH:3]=1.[CH3:23][S:24]([C:27]1[CH:32]=[CH:31][C:30](B(O)O)=[CH:29][CH:28]=1)(=[O:26])=[O:25].C([O-])([O-])=O.[Na+].[Na+]>O1CCOCC1>[CH3:23][S:24]([C:27]1[CH:32]=[CH:31][C:30]([C:2]2[CH:7]=[CH:6][C:5]([C:8]3[O:9][C:10]([CH3:22])=[C:11]([CH2:13][CH2:14][N:15]4[CH2:20][CH2:19][CH2:18][CH2:17][CH:16]4[CH3:21])[N:12]=3)=[CH:4][CH:3]=2)=[CH:29][CH:28]=1)(=[O:26])=[O:25] |f:2.3.4|. Procedure details: Add 1-{2-[2-(4-bromo-phenyl)-5-methyl-oxazol-4-yl]-ethyl}-2-methylpiperidine (0.290 g, 0.798 mmol), Pd(Ph3)4 (0.041 g, 0.035 mmol), 4-methanesulfonylphenylboronic acid (0.240 g, 1.20 mmol), 2N Na2CO3 (1.98 mL), and 1,4-dioxane (1 mL) to a microwave vessel. Microwave at 30 W, 90° C. for 30-45 minutes. Concentrate and purify on silica gel eluting with 10% 2N NH3 in methanol/dichloromethane to give 1-{2-[2-(4′-methanesulfonyl-biphenyl-4-yl)-5-methyl-oxazol-4-yl]-ethyl}-2-methylpiperidine (0.120 g, ... Starting materials: N#CC=C1CCN(c2ccc(N3CC(CN)OC3=O)cc2F)CC1, CCC(=O)Cl, c1ccncc1. The product is CCC(=O)NCC1CN(c2ccc(N3CCC(=CC#N)CC3)c(F)c2)C(=O)O1. RXN SMILES: [C:1](#[N:2])[CH:3]=[C:4]1[CH2:5][CH2:6][N:7]([c:10]2[c:11]([F:24])[cH:12][c:13]([N:16]3[C:17](=[O:23])[O:18][CH:19]([CH2:21][NH2:22])[CH2:20]3)[cH:14][cH:15]2)[CH2:8][CH2:9]1.[C:25]([CH2:26][CH3:27])(=[O:28])[Cl:29].[cH:30]1[cH:31][cH:32][n:33][cH:34][cH:35]1>>[C:1](#[N:2])[CH:3]=[C:4]1[CH2:5][CH2:6][N:7]([c:10]2[c:11]([F:24])[cH:12][c:13]([N:16]3[C:17](=[O:23])[O:18][CH:19]([CH2:21][NH:22][C:25]([CH2:26][CH3:27])=[O:28])[CH2:20]3)[cH:14][cH:15]2)[CH2:8][CH2:9]1. Reactants: [BH4-].[Na+] (NaBH4), C(#N)C=1C=C(OC2=CC=C(C=C2)N2C=C(C3=CC=CC=C23)C(C(=O)N)=O)C=CC1C(F)(F)F (2-(1-(4-(3-Cyano-4-(trifluoromethyl)phenoxy)phenyl)-1H-indol-3-yl)-2-oxoacetamide). The solvent is CCO.C1CCOC1 (EtOH THF). Run at time 3 hour. Product: C(#N)C=1C=C(OC2=CC=C(C=C2)N2C=C(C3=CC=CC=C23)C(C(=O)N)O)C=CC1C(F)(F)F (2-(1-(4-(3-Cyano-4-(trifluoromethyl)phenoxy)phenyl)-1H-indol-3-yl)-2-hydroxyacetamide). Yield: 70.0%. RXN SMILES: [BH4-].[Na+].[C:3]([C:5]1[CH:6]=[C:7]([CH:29]=[CH:30][C:31]=1[C:32]([F:35])([F:34])[F:33])[O:8][C:9]1[CH:14]=[CH:13][C:12]([N:15]2[C:23]3[C:18](=[CH:19][CH:20]=[CH:21][CH:22]=3)[C:17]([C:24](=[O:28])[C:25]([NH2:27])=[O:26])=[CH:16]2)=[CH:11][CH:10]=1)#[N:4]>CCO.C1COCC1>[C:3]([C:5]1[CH:6]=[C:7]([CH:29]=[CH:30][C:31]=1[C:32]([F:35])([F:33])[F:34])[O:8][C:9]1[CH:10]=[CH:11][C:12]([N:15]2[C:23]3[C:18](=[CH:19][CH:20]=[CH:21][CH:22]=3)[C:17]([CH:24]([OH:28])[C:25]([NH2:27])=[O:26])=[CH:16]2)=[CH:13][CH:14]=1)#[N:4] |f:0.1,3.4|. Reported procedure: NaBH4 (40 mg) was added to a solution of compound 59 in EtOH/THF (2 mL/2 mL) at room temperature, and the mixture was shaken at room temperature for 3 hours. The reaction was quenched with water, extracted with EtOAc (30 mL), concentrated, and purified by column (CHCl3/MeOH 7/1) to give compound 60 as a white solid (70 mg, 70%): 1H-NMR (400 MHz, CD3OD): δ 7.92 (d, 1H, 8.8 Hz), 7.87 (d, 1H, 7.9 Hz), 7.66-7.69 (m, 3H), 7.53-7.56 (m, 2H), 7.45-7.48 (m, 1H), 7.35-7.38 (m, 1H), 7.15-7.25 (m, 2H), 5.4...